Dataset: the Open Reaction Database (ORD), a public repository of structured organic reaction records. Task: describe an organic reaction: reactants, conditions, products, and yield Reactants: O=S(=O)(Cl)c1cncc(Br)c1, C1CCOC1, COCCN. Yields the product COCCNS(=O)(=O)c1cncc(Br)c1. Reaction SMILES: [Br:1][c:2]1[cH:3][c:4]([S:8](=[O:9])(=[O:10])[Cl:11])[cH:5][n:6][cH:7]1.[CH2:17]1[O:18][CH2:19][CH2:20][CH2:21]1.[CH3:12][O:13][CH2:14][CH2:15][NH2:16]>>[Br:1][c:2]1[cH:3][c:4]([S:8](=[O:9])(=[O:10])[NH:16][CH2:15][CH2:14][O:13][CH3:12])[cH:5][n:6][cH:7]1. Starting materials: CCCP(=O)(O)O, CNC, CCN(C(C)C)C(C)C, Cl, Cn1ncc(C(=O)N2CCC2)c1C(=O)Nc1ccn2nc(C(=O)O)nc2c1, C1CCOC1. Yields the product CN(C)C(=O)c1nc2cc(NC(=O)c3c(C(=O)N4CCC4)cnn3C)ccn2n1. Reaction SMILES: [CH2:32]([P:33]([OH:34])([OH:35])=[O:36])[CH2:37][CH3:38].[CH3:29][NH:30][CH3:31].[CH:39]([N:40]([CH:41]([CH3:42])[CH3:43])[CH2:44][CH3:45])([CH3:46])[CH3:47].[ClH:28].[N:1]1([C:5](=[O:6])[c:7]2[cH:8][n:9][n:10]([CH3:27])[c:11]2[C:12](=[O:13])[NH:14][c:15]2[cH:16][c:17]3[n:18]([cH:19][cH:20]2)[n:21][c:22]([C:24](=[O:25])[OH:26])[n:23]3)[CH2:2][CH2:3][CH2:4]1.[O:48]1[CH2:49][CH2:50][CH2:51][CH2:52]1>>[N:1]1([C:5](=[O:6])[c:7]2[cH:8][n:9][n:10]([CH3:27])[c:11]2[C:12](=[O:13])[NH:14][c:15]2[cH:16][c:17]3[n:18]([cH:19][cH:20]2)[n:21][c:22]([C:24](=[O:25])[N:30]([CH3:29])[CH3:31])[n:23]3)[CH2:2][CH2:3][CH2:4]1. Starting materials: COC=1C=C2C=C(C(NC2=CC1)=O)C=1N=NN(N1)CC1=CC(=CC=C1)OCC1=NC2=CC=CC=C2C=C1 (6-methoxy-3-{2-[3-(2-quinolylmethoxy)benzyl]tetrazolyl}quinolin-2-one), [K] (potassium), C([O-])([O-])=O (carbonate), BrCCCCl (1-bromo-3-chloropropane). The solvent is CN(C)C=O (DMF). Reaction conditions: temperature 60 celsius, time 4 hour. Yields the product ClCCCN1C(C(=CC2=CC(=CC=C12)OC)C=1N=NN(N1)CC1=CC(=CC=C1)OCC1=NC2=CC=CC=C2C=C1)=O (1-(3-chloropropyl)-6-methoxy-3-{2-[3-(2-quinolylmethoxy)benzyl]tetrazolyl}quinolin-2-one). The yield is 47.2%. As a reaction SMILES: [CH3:1][O:2][C:3]1[CH:4]=[C:5]2[C:10](=[CH:11][CH:12]=1)[NH:9][C:8](=[O:13])[C:7]([C:14]1[N:15]=[N:16][N:17]([CH2:19][C:20]3[CH:25]=[CH:24][CH:23]=[C:22]([O:26][CH2:27][C:28]4[CH:37]=[CH:36][C:35]5[C:30](=[CH:31][CH:32]=[CH:33][CH:34]=5)[N:29]=4)[CH:21]=3)[N:18]=1)=[CH:6]2.[K].C(=O)([O-])[O-].Br[CH2:44][CH2:45][CH2:46][Cl:47]>CN(C=O)C>[Cl:47][CH2:46][CH2:45][CH2:44][N:9]1[C:10]2[C:5](=[CH:4][C:3]([O:2][CH3:1])=[CH:12][CH:11]=2)[CH:6]=[C:7]([C:14]2[N:15]=[N:16][N:17]([CH2:19][C:20]3[CH:25]=[CH:24][CH:23]=[C:22]([O:26][CH2:27][C:28]4[CH:37]=[CH:36][C:35]5[C:30](=[CH:31][CH:32]=[CH:33][CH:34]=5)[N:29]=4)[CH:21]=3)[N:18]=2)[C:8]1=[O:13] |^1:37|. Procedure: A mixture of 6-methoxy-3-{2-[3-(2-quinolylmethoxy)benzyl]tetrazolyl}quinolin-2-one (1.00 g, 2.04 mmol), potassium, carbonate (564 mg, 4.08 mmol), 1-bromo-3-chloropropane (962 mg, 6.12 mmol), and DMF (100 ml) was stirred for four hours at a bath temperature of 60° C. The solvent of the reaction mixture was removed under reduced pressure. Water was then added to the mixture, and the mixture was extracted with chloroform-methanol (10:1). The thus-obtained organic phase was dried over magnesium sulf... Reactants: E9, FC1=CC=C(OC2=C(C#N)C=C(C=C2)CO)C=C1 (2-(4-fluorophenoxy)-5-(hydroxymethyl)benzonitrile), ClC=1C=C2N(C(N1)=O)C[C@@H](N2C)C ((S)-7-chloro-1,2-dimethyl-2,3-dihydroimidazo[1,2-c]pyrimidin-5(1H)-one). The product is CN1[C@H](CN2C(N=C(C=C21)OCC=2C=CC(=C(C#N)C2)OC2=CC=C(C=C2)F)=O)C ((S)-5-(((1,2-dimethyl-5-oxo-1,2,3,5-tetrahydroimidazo[1,2-c]pyrimidin-7-yl)oxy)methyl)-2-(4-fluorophenoxy)benzonitrile). As a reaction SMILES: [F:1][C:2]1[CH:18]=[CH:17][C:5]([O:6][C:7]2[CH:14]=[CH:13][C:12]([CH2:15][OH:16])=[CH:11][C:8]=2[C:9]#[N:10])=[CH:4][CH:3]=1.Cl[C:20]1[CH:21]=[C:22]2[N:29]([CH3:30])[C@@H:28]([CH3:31])[CH2:27][N:23]2[C:24](=[O:26])[N:25]=1>>[CH3:30][N:29]1[C:22]2[N:23]([C:24](=[O:26])[N:25]=[C:20]([O:16][CH2:15][C:12]3[CH:13]=[CH:14][C:7]([O:6][C:5]4[CH:17]=[CH:18][C:2]([F:1])=[CH:3][CH:4]=4)=[C:8]([CH:11]=3)[C:9]#[N:10])[CH:21]=2)[CH2:27][C@@H:28]1[CH3:31]. Procedure details: The title compound was prepared by a procedure similar to that described for E9 starting from 2-(4-fluorophenoxy)-5-(hydroxymethyl)benzonitrile and (S)-7-chloro-1,2-dimethyl-2,3-dihydroimidazo[1,2-c]pyrimidin-5(1H)-one. Reactants: C(CCC)P(CCCC)CCCC (tributylphosphine), OC1=CC=CC=2N(C(=NC21)C)CC(=O)OCC (ethyl (4-hydroxy-2-methyl-1H-benzimidazol-1-yl)acetate), FC1=CC=C(C=C1)C(C=1C=CC(N(C1)CCO)=O)C1=CC=C(C=C1)F (5-[bis(4-fluorophenyl)methyl]-1-(2-hydroxyethyl)pyridin-2(1H)-one), N(=NC(=O)N(C)C)C(=O)N(C)C (1,1′-azobis(N,N-dimethylformamide)). The solvent is C1(=CC=CC=C1)C (toluene), C1CCOC1 (THF). Run at time 20 hour. The product is C(C)OC(CN1C(=NC2=C1C=CC=C2OCCN2C(C=CC(=C2)C(C2=CC=C(C=C2)F)C2=CC=C(C=C2)F)=O)C)=O (ethyl[4-(2-{5-[bis(4-fluorophenyl)methyl]-2-oxopyridin-1(2H)-yl}ethoxy)-2-methyl-1H-benzimidazol-1-yl]acetate). Yield: 94.4%. RXN SMILES: [OH:1][C:2]1[C:10]2[N:9]=[C:8]([CH3:11])[N:7]([CH2:12][C:13]([O:15][CH2:16][CH3:17])=[O:14])[C:6]=2[CH:5]=[CH:4][CH:3]=1.[F:18][C:19]1[CH:24]=[CH:23][C:22]([CH:25]([C:36]2[CH:41]=[CH:40][C:39]([F:42])=[CH:38][CH:37]=2)[C:26]2[CH:27]=[CH:28][C:29](=[O:35])[N:30]([CH2:32][CH2:33]O)[CH:31]=2)=[CH:21][CH:20]=1.N(C(N(C)C)=O)=NC(N(C)C)=O.C(P(CCCC)CCCC)CCC>C1COCC1.C1(C)C=CC=CC=1>[CH2:16]([O:15][C:13](=[O:14])[CH2:12][N:7]1[C:6]2[CH:5]=[CH:4][CH:3]=[C:2]([O:1][CH2:33][CH2:32][N:30]3[CH:31]=[C:26]([CH:25]([C:22]4[CH:21]=[CH:20][C:19]([F:18])=[CH:24][CH:23]=4)[C:36]4[CH:41]=[CH:40][C:39]([F:42])=[CH:38][CH:37]=4)[CH:27]=[CH:28][C:29]3=[O:35])[C:10]=2[N:9]=[C:8]1[CH3:11])[CH3:17]. Procedure details: To a mixture of ethyl (4-hydroxy-2-methyl-1H-benzimidazol-1-yl)acetate (476 mg), 5-[bis(4-fluorophenyl)methyl]-1-(2-hydroxyethyl)pyridin-2(1H)-one (694 mg), 1,1′-azobis(N,N-dimethylformamide) (385 mg) and toluene (9.5 mL) was added tributylphosphine (452 mg) at ambient temperature. The mixture was stirred at ambient temperature for 20 hours. The reaction mixture was diluted with a mixture of EtoAc (50 mL) and THF (20 mL), and washed with water (30 mL) and brine (30 mL). The organic layer was dri... Reactants: CCOC(=O)C(NC(=O)CCl)N(C(=O)CCl)c1cscn1, CCO, [K+], [OH-], O. The product is O=C(CCl)NC(C(=O)O)N(C(=O)CCl)c1cscn1. As a reaction SMILES: [CH2:1]([CH3:2])[O:3][C:4]([CH:5]([N:6]([C:7]([CH2:8][Cl:9])=[O:10])[c:11]1[n:12][cH:13][s:14][cH:15]1)[NH:16][C:17]([CH2:18][Cl:19])=[O:20])=[O:21].[CH3:24][CH2:25][OH:26].[K+:23].[OH-:22].[OH2:27]>>[O:3]=[C:4]([CH:5]([N:6]([C:7]([CH2:8][Cl:9])=[O:10])[c:11]1[n:12][cH:13][s:14][cH:15]1)[NH:16][C:17]([CH2:18][Cl:19])=[O:20])[OH:21]. The reactants are CN1C(=O)C(F)(F)CN(C2CCCC2)c2nc(Cl)ncc21, Cl, COc1cc(C(=O)O)c(F)cc1N. Product: COc1cc(C(=O)O)c(F)cc1Nc1ncc2c(n1)N(C1CCCC1)CC(F)(F)C(=O)N2C. RXN SMILES: [Cl:1][c:2]1[n:3][cH:4][c:5]2[c:11]([n:12]1)[N:10]([CH:13]1[CH2:14][CH2:15][CH2:16][CH2:17]1)[CH2:9][C:8]([F:18])([F:19])[C:7](=[O:20])[N:6]2[CH3:21].[ClH:35].[NH2:22][c:23]1[cH:24][c:25]([F:34])[c:26]([C:27](=[O:28])[OH:29])[cH:30][c:31]1[O:32][CH3:33]>>[c:2]1([NH:22][c:23]2[cH:24][c:25]([F:34])[c:26]([C:27](=[O:28])[OH:29])[cH:30][c:31]2[O:32][CH3:33])[n:3][cH:4][c:5]2[c:11]([n:12]1)[N:10]([CH:13]1[CH2:14][CH2:15][CH2:16][CH2:17]1)[CH2:9][C:8]([F:18])([F:19])[C:7](=[O:20])[N:6]2[CH3:21].